Dataset: the Open Reaction Database (ORD), a public repository of structured organic reaction records. Task: describe an organic reaction: reactants, conditions, products, and yield Reactants: N#CC(O)CNc1ccc(Br)cn1, O=C([O-])O, CCN(C(C)C)C(C)C, [Cl-], ClCCl, [Na+], Cc1ccc(S(=O)(=O)O)cc1. Product: Cc1ccc(S(=O)(=O)OC(C#N)CNc2ccc(Br)cn2)cc1. Reaction SMILES: [Br:1][c:2]1[cH:3][cH:4][c:5]([NH:8][CH2:9][CH:10]([C:11]#[N:12])[OH:13])[n:6][cH:7]1.[C:35](=[O:36])([OH:37])[O-:38].[CH:14]([N:15]([CH:16]([CH3:17])[CH3:18])[CH2:19][CH3:20])([CH3:21])[CH3:22].[Cl-:23].[Cl:40][CH2:41][Cl:42].[Na+:39].[c:24]1([CH3:34])[cH:25][cH:26][c:27]([S:30](=[O:31])(=[O:32])[OH:33])[cH:28][cH:29]1>>[Br:1][c:2]1[cH:3][cH:4][c:5]([NH:8][CH2:9][CH:10]([C:11]#[N:12])[O:13][S:30]([c:27]2[cH:26][cH:25][c:24]([CH3:34])[cH:29][cH:28]2)(=[O:31])=[O:32])[n:6][cH:7]1. Reactants: Fc1cc(Br)cc(F)c1Cl, CC(C)(C)OO, [Cl-], Oc1cc(F)c(Cl)c(F)c1, Fc1cccc(F)c1Cl, Cl, Nc1c(F)cccc1F, OO. Product: Nc1cc(F)c(Cl)c(F)c1. As a reaction SMILES: [Br:11][c:12]1[cH:13][c:14]([F:15])[c:16]([Cl:17])[c:18]([F:19])[cH:20]1.[C:21]([O:22][OH:23])([CH3:24])([CH3:25])[CH3:26].[Cl-:47].[Cl:1][c:2]1[c:3]([F:10])[cH:4][c:5]([OH:9])[cH:6][c:7]1[F:8].[Cl:29][c:30]1[c:31]([F:32])[cH:33][cH:34][cH:35][c:36]1[F:37].[ClH:48].[F:38][c:39]1[cH:40][cH:42][cH:43][c:44]([F:45])[c:46]1[NH2:41].[OH:27][OH:28]>>[Cl:1][c:2]1[c:3]([F:10])[cH:4][c:5]([NH2:41])[cH:6][c:7]1[F:8]. Reactants: C1=CC2=C(C=CC3=C2C(=C1)C(=O)OC3=O)N (4-amino-1,8-naphthalic anhydride), N(=O)[O-].[Na+] (sodium nitrite), ice water, F[B-](F)(F)F.[H+] (fluoroboric acid). The solvent is O (water), S(O)(O)(=O)=O (sulfuric acid), S(O)(O)(=O)=O (sulfuric acid), O (water). Run at time 30 minute. Yields the product C1=CC2=C(C=CC3=C2C(=C1)C(=O)OC3=O)O (4-Hydroxy-1,8-naphthalic anhydride). Yield: 61.6%. RXN SMILES: [CH:1]1[CH:10]=[C:9]2[C:11]([O:13][C:14](=[O:15])[C:7]3=[C:8]2[C:3](=[C:4](N)[CH:5]=[CH:6]3)[CH:2]=1)=[O:12].N([O-])=[O:18].[Na+].F[B-](F)(F)F.[H+]>S(=O)(=O)(O)O.O>[CH:1]1[CH:10]=[C:9]2[C:11]([O:13][C:14](=[O:15])[C:7]3=[C:8]2[C:3](=[C:4]([OH:18])[CH:5]=[CH:6]3)[CH:2]=1)=[O:12] |f:1.2,3.4|. Procedure details: To a solution of 1.0 g (4.7 mmol) of 4-amino-1,8-naphthalic anhydride in 5 mL concentrated sulfuric acid at 0° C. to 5° C. was added 1.0 g (14.5 mmol) of sodium nitrite, and then 0.5 mL of water. The reaction was stirred for 30 minutes at 0° C. to 5° C., followed by addition of 5 mL (38 mmol) of 48% aqueous fluoroboric acid, with stirring for 30 minutes. The mixture was poured into ice water. The precipitate was isolated, suspended in a solution of 10 mL concentrated sulfuric acid in 50 mL water...